Dataset: the Open Reaction Database (ORD), a public repository of structured organic reaction records. Task: describe an organic reaction: reactants, conditions, products, and yield The reactants are BrCCCOc1ccc(OCc2ccccc2)cc1, CC(C)N. Yields the product CC(C)NCCCOc1ccc(OCc2ccccc2)cc1. RXN SMILES: [CH2:1]([c:2]1[cH:3][cH:4][cH:5][cH:6][cH:7]1)[O:8][c:9]1[cH:10][cH:11][c:12]([O:15][CH2:16][CH2:17][CH2:18][Br:19])[cH:13][cH:14]1.[CH3:20][CH:21]([CH3:22])[NH2:23]>>[CH2:1]([c:2]1[cH:3][cH:4][cH:5][cH:6][cH:7]1)[O:8][c:9]1[cH:10][cH:11][c:12]([O:15][CH2:16][CH2:17][CH2:18][NH:23][CH:21]([CH3:20])[CH3:22])[cH:13][cH:14]1. The reactants are C([O-])([O-])=O.[Ca+2] (calcium carbonate), ClCC(CO)O (1-chloropropane-2,3-diol), CC1=C(N)C=C(C(=C1)N)[N+](=O)[O-] (2-methyl-4-amino-5-nitroaniline), C([O-])([O-])=O.[Ca+2] (calcium carbonate), ClCC(CO)O (1-chloropropane-2,3-diol). The solvent is O (water). Conditions: temperature 0 celsius. Yields the product CC1=C(NCC(CO)O)C=C(C(=C1)N)[N+](=O)[O-] (2-methyl-4-amino-5-nitro-N-β,γ-dihydroxypropylaniline). Reaction SMILES: [CH3:1][C:2]1[CH:8]=[C:7]([NH2:9])[C:6]([N+:10]([O-:12])=[O:11])=[CH:5][C:3]=1[NH2:4].C(=O)([O-])[O-].[Ca+2].Cl[CH2:19][CH:20]([OH:23])[CH2:21][OH:22]>O>[CH3:1][C:2]1[CH:8]=[C:7]([NH2:9])[C:6]([N+:10]([O-:12])=[O:11])=[CH:5][C:3]=1[NH:4][CH2:19][CH:20]([OH:23])[CH2:21][OH:22] |f:1.2|. Procedure details: 0.2 mol (33.4 g) of 2-methyl-4-amino-5-nitroaniline and 0.1 mol (10 g) of calcium carbonate suspended in 100 ml of water are first heated on a boiling waterbath, while stirring. 0.216 mol (24 g) of 1-chloropropane-2,3-diol is added. The reaction mixture is heated on a boiling waterbath for 24 hours, 0.035 mol (3.5 g) of calcium carbonate and 0.066 mol (7.3 g) of 1-chloropropane-2,3-diol being simultaneously added seven times at intervals of three hours. The reaction mixture is filtered hot and t... Yields the product C(C)(=O)C(C(=O)OCC)CC(C)C (Ethyl 2-acetyl-4-methylpentanoate). Reactants: C(CC(=O)C)(=O)OCC (ethyl acetoacetate), CN(C)C=O (DMF), suspension, [H-].[Na+] (NaH), C(C(C)C)Br (isobutylbromide). Conditions: temperature 60 celsius. The solvent is O (water). RXN SMILES: [C:1]([O:7][CH2:8][CH3:9])(=[O:6])[CH2:2][C:3]([CH3:5])=[O:4].CN(C=O)C.[H-].[Na+].[CH2:17](Br)[CH:18]([CH3:20])[CH3:19]>O>[C:3]([CH:2]([CH2:17][CH:18]([CH3:20])[CH3:19])[C:1]([O:7][CH2:8][CH3:9])=[O:6])(=[O:4])[CH3:5] |f:2.3|. Procedure details: To a solution of 100 g (0.77 mol) of ethyl acetoacetate in 500 ml of DMF 30.7 g (0.77 mol) of 60% suspension of NaH in mineral oil was added in small portions by vigorous stirring at 60° C. This mixture was additionally stirred for 1 h, and then 105.5 g (0.77 mol) of isobutylbromide was added. The resulting mixture was stirred for 3 h at 90° C., then cooled to room temperature, and 1500 ml of cold water was added. The product was extracted by 3×300 ml of dichloromethane. The combined organic ext... Starting materials: COC(=O)C=1C(=C(N2CC=3C=CC=CC3CC21)C2=CC=C(C=C2)Cl)C(=O)OC (3-(4-chlorophenyl)-5,10-dihydropyrrolo[1,2-b]isoquinoline-1,2-dicarboxylic acid dimethyl ester), [H-].[H-].[H-].[H-].[Li+].[Al+3] (LiAlH4). Run in ClCCl (dichloromethane), C(C)OCC (diethyl ether). Reaction conditions: time 2 hour. Product: ClC1=CC=C(C=C1)C1=C(C(=C2N1CC=1C=CC=CC1C2)CO)CO ([3-(4-Chlorophenyl)-2-hydroxymethyl-5,10-dihydropyrrolo[1,2-b]isoquinolin-1-yl]methanol). As a reaction SMILES: C[O:2][C:3]([C:5]1[C:6]([C:25](OC)=[O:26])=[C:7]([C:18]2[CH:23]=[CH:22][C:21]([Cl:24])=[CH:20][CH:19]=2)[N:8]2[C:17]=1[CH2:16][C:15]1[CH:14]=[CH:13][CH:12]=[CH:11][C:10]=1[CH2:9]2)=O.[H-].[H-].[H-].[H-].[Li+].[Al+3]>ClCCl.C(OCC)C>[Cl:24][C:21]1[CH:20]=[CH:19][C:18]([C:7]2[N:8]3[CH2:9][C:10]4[CH:11]=[CH:12][CH:13]=[CH:14][C:15]=4[CH2:16][C:17]3=[C:5]([CH2:3][OH:2])[C:6]=2[CH2:25][OH:26])=[CH:23][CH:22]=1 |f:1.2.3.4.5.6|. Reported procedure: A solution of the 3-(4-chlorophenyl)-5,10-dihydropyrrolo[1,2-b]isoquinoline-1,2-dicarboxylic acid dimethyl ester (5.03 g, 15 mmol) in anhydrous dichloromethane (120 mL) was added dropwise into a stirred suspension of LiAlH4 (1.31 g, 34.5 mmol) in anhydrous diethyl ether (50 mL) at 10-15° C. The reaction mixture was further stirred for 2 hours after the addition was completed. The mixture was cooled in an ice bath and the excess hydride was destroyed by the sequential addition of water (2.0 mL), ...